From a dataset of the Open Reaction Database (ORD), a public repository of structured organic reaction records. describe an organic reaction: reactants, conditions, products, and yield Starting materials: Fc1ncccc1-c1sccc1Br, CCN, CCOC(C)=O, C1COCCO1. Product: CCNc1ncccc1-c1sccc1Br. As a reaction SMILES: [Br:1][c:2]1[c:3](-[c:7]2[c:8]([F:13])[n:9][cH:10][cH:11][cH:12]2)[s:4][cH:5][cH:6]1.[CH3:14][CH2:15][NH2:16].[CH3:23][CH2:24][O:25][C:26](=[O:27])[CH3:28].[O:17]1[CH2:18][CH2:19][O:20][CH2:21][CH2:22]1>>[Br:1][c:2]1[c:3](-[c:7]2[c:8]([NH:16][CH2:15][CH3:14])[n:9][cH:10][cH:11][cH:12]2)[s:4][cH:5][cH:6]1.